This data is from the Open Reaction Database (ORD), a public repository of structured organic reaction records. The task is: describe an organic reaction: reactants, conditions, products, and yield Starting materials: OCCBr, CC(=O)[O-], CC[NH+](CC)CC, COC(OC)C1CSC(c2nc3ccc(O)cc3s2)=N1, Cl, C1COCCO1. Yields the product COC(OCCBr)C1CSC(c2nc3ccc(O)cc3s2)=N1. As a reaction SMILES: [Br:21][CH2:22][CH2:23][OH:24].[C:26]([O-:27])(=[O:28])[CH3:29].[CH2:30]([NH+:31]([CH2:32][CH3:33])[CH2:34][CH3:35])[CH3:36].[CH3:1][O:2][CH:3]([CH:4]1[N:5]=[C:6]([c:9]2[s:10][c:11]3[c:12]([n:13]2)[cH:14][cH:15][c:16]([OH:18])[cH:17]3)[S:7][CH2:8]1)[O:19][CH3:20].[ClH:25].[O:37]1[CH2:38][CH2:39][O:40][CH2:41][CH2:42]1>>[CH3:1][O:2][CH:3]([CH:4]1[N:5]=[C:6]([c:9]2[s:10][c:11]3[c:12]([n:13]2)[cH:14][cH:15][c:16]([OH:18])[cH:17]3)[S:7][CH2:8]1)[O:19][CH2:20][CH2:22][Br:21]. Reaction SMILES: [C:1](O)(C(F)(F)F)=O.C(OC(=O)[NH:14][CH2:15][CH:16]1[C:24]2[C:19](=[CH:20][C:21]([O:25][C:26]3[CH:31]=[CH:30][C:29]([C:32](=[O:34])[NH2:33])=[CH:28][N:27]=3)=[CH:22][CH:23]=2)[CH2:18][CH2:17]1)(C)(C)C>C(Cl)Cl>[NH2:14][CH:15]([CH:16]1[C:24]2[C:19](=[CH:20][C:21]([O:25][C:26]3[CH:31]=[CH:30][C:29]([C:32]([NH2:33])=[O:34])=[CH:28][N:27]=3)=[CH:22][CH:23]=2)[CH2:18][CH2:17]1)[CH3:1]. Starting materials: C(=O)(C(F)(F)F)O (TFA), C(C)(C)(C)OC(NCC1CCC2=CC(=CC=C12)OC1=NC=C(C=C1)C(N)=O)=O ([5-(5-carbamoyl-pyridin-2-yloxy)-indan-1-ylmethyl]-carbamic acid tert-butyl ester). Conditions: time 4 hour. The yield is 60.8%. The product is NC(C)C1CCC2=CC(=CC=C12)OC1=NC=C(C(=O)N)C=C1 (6-(1-Aminoethyl-indan-5-yloxy)-nicotinamide). Reported procedure: Add TFA (6.54 g, 57.4 mmol) to a suspension of [5-(5-carbamoyl-pyridin-2-yloxy)-indan-1-ylmethyl]-carbamic acid tert-butyl ester (1.05 g, 2.87 mmol) in DCM (20 ml) and stir at ambient temperature for four hours. Concentrate mixture on rotary evaporator and purify on cation exchange column (10 g, Varian) to give the title compound (519 mg) as a white solid. Mass spectrum (ion spray): m/z=284 (M+1); 1HNMR (DMSO-d6): 8.58 (s, 1H), 8.21 (d, 1H), 8.00 (br s, 1H), 7.44 (br s, 1H), 7.27 (d, 1H), 7.01 (... The solvent is C(Cl)Cl (DCM). Starting materials: C=CCN, CCOc1c(OCC)c(=O)c1=O, CCO. Product: C=CCNc1c(OCC)c(=O)c1=O. RXN SMILES: [CH2:13]([CH:14]=[CH2:15])[NH2:16].[CH2:1]([O:2][c:4]1[c:5](=[O:12])[c:6](=[O:11])[c:7]1[O:8][CH2:9][CH3:10])[CH3:3].[CH3:17][CH2:18][OH:19]>>[c:4]1([NH:16][CH2:13][CH:14]=[CH2:15])[c:5](=[O:12])[c:6](=[O:11])[c:7]1[O:8][CH2:9][CH3:10]. The reactants are C1=NC=CC=2CCCCC12 (5,6,7,8-tetrahydroisoquinoline), C([O-])([O-])=O.[K+].[K+] (potassium carbonate), CS(=O)(=O)OCCCCSSCCCCOS(=O)(=O)C (disulfanediyldibutane-4,1-diyl dimethane sulfonate). The solvent is C(C)#N (acetonitrile), C(C)#N (acetonitrile). Run at temperature 100 celsius. The product is CS(=O)(=O)[O-].CS(=O)(=O)[O-].S(SCCCC[N+]1=CC=2CCCCC2C=C1)CCCC[N+]1=CC=2CCCCC2C=C1 (2,2′-(disulfanediyldibutane-4,1-diyl)bis(5,6,7,8-tetrahydroisoquinolinium) dimethane sulfonate). As a reaction SMILES: [CH:1]1[C:10]2[CH2:9][CH2:8][CH2:7][CH2:6][C:5]=2[CH:4]=[CH:3][N:2]=1.C(=O)([O-])[O-].[K+].[K+].[CH3:17][S:18]([O:21][CH2:22][CH2:23][CH2:24][CH2:25][S:26][S:27][CH2:28][CH2:29][CH2:30][CH2:31]OS(C)(=O)=O)(=[O:20])=[O:19]>C(#N)C>[CH3:17][S:18]([O-:21])(=[O:20])=[O:19].[CH3:17][S:18]([O-:21])(=[O:20])=[O:19].[S:27]([CH2:28][CH2:29][CH2:30][CH2:31][N+:2]1[CH:3]=[CH:4][C:5]2[CH2:6][CH2:7][CH2:8][CH2:9][C:10]=2[CH:1]=1)[S:26][CH2:25][CH2:24][CH2:23][CH2:22][N+:2]1[CH:3]=[CH:4][C:5]2[CH2:6][CH2:7][CH2:8][CH2:9][C:10]=2[CH:1]=1 |f:1.2.3,6.7.8|. Procedure details: 2.1 g of 5,6,7,8-tetrahydroisoquinoline and 0.5 g of potassium carbonate were mixed in 2 ml of acetonitrile and brought to 100° C. A solution of 2.7 g of disulfanediyldibutane-4,1-diyl dimethane sulfonate in 2 ml of acetonitrile was added in 5 min. Stirring was maintained for 3 h at 100° C. and then the reaction medium was brought back to ambient temperature and concentrated under vacuum. 10 ml of dichloromethane were added and the solution was filtered and then poured dropwise into 100 ml of et... The reactants are CI (methyl iodide), C(=O)([O-])[O-].[K+].[K+] (K2CO3), C(C)(C)(C)OC(=O)N1CC(CC1)CC(=O)O (2-(1-(tert-butoxycarbonyl)pyrrolidin-3-yl)acetic acid). The solvent is CN(C)C=O (DMF). Reaction conditions: temperature 25 celsius, time 1 hour. Yields the product COC(CC1CN(CC1)C(=O)OC(C)(C)C)=O (tert-butyl 3-(2-methoxy-2-oxoethyl)pyrrolidine-1-carboxylate). RXN SMILES: [C:1]([O:5][C:6]([N:8]1[CH2:12][CH2:11][CH:10]([CH2:13][C:14]([OH:16])=[O:15])[CH2:9]1)=[O:7])([CH3:4])([CH3:3])[CH3:2].CI.[C:19]([O-])([O-])=O.[K+].[K+]>CN(C=O)C>[CH3:19][O:15][C:14](=[O:16])[CH2:13][CH:10]1[CH2:11][CH2:12][N:8]([C:6]([O:5][C:1]([CH3:4])([CH3:2])[CH3:3])=[O:7])[CH2:9]1 |f:2.3.4|. Procedure: To a suspension of 2-(1-(tert-butoxycarbonyl)pyrrolidin-3-yl)acetic acid (500 mg, 2.18 mmol, Astatec Pharmaceutical Technology Co.) in DMF (10 mL) was added methyl iodide (1634, 2.62 mmol, Sigma-Aldrich) and K2CO3 (904 mg, 6.53 mmol). These ingredients were stirred at a temperature of about 25° C. for 1 h after which the reaction mixture was quenched with water (20 mL), extracted three times with EtOAc (20 mL for each extraction), washed twice with water (20 mL for each wash), washed with satura...